describe an organic reaction: reactants, conditions, products, and yield From a dataset of the Open Reaction Database (ORD), a public repository of structured organic reaction records. The product is CCNCCC(=O)OC. Starting materials: C=CC(=O)OC, CO, CCN. RXN SMILES: [C:1]([CH:2]=[CH2:3])(=[O:4])[O:5][CH3:6].[CH3:10][OH:11].[CH3:7][CH2:8][NH2:9]>>[C:1]([CH2:2][CH2:3][NH:9][CH2:8][CH3:7])(=[O:4])[O:5][CH3:6]. Procedure: To a solution of 13.31 g (47 mmol) 1-[4-[(methylsulfonyl)amino]benzoyl]piperazine in 50 mL methanol add 6.4 mL (47 mmol) 1,2-epoxy-3-phenoxypropane. Stir the reaction mixture at roomtemperature under a nitrogen atmosphere. Follow the progress of the reaction by thin-layer chromatography on silica gel (methylene chloride: MeOH, 9:1). When the reaction is complete, remove the solvents in vacuo toobtain an oil. Dissolve the oil in ethanol with one equivalent of H3PO4 and remove the solvents to obta... The product is P(O)(O)(O)=O.OC(CN1CCN(CC1)C(C1=CC=C(C=C1)NS(=O)(=O)C)=O)COC1=CC=CC=C1 (1-[2-Hydroxy-3-phenoxypropyl]-4-[4-[(methylsulfonyl)amino]benzoyl]piperazine phosphoric acid salt). Run in C(C)O (ethanol), CO (methanol). Reaction SMILES: [CH3:1][S:2]([NH:5][C:6]1[CH:19]=[CH:18][C:9]([C:10]([N:12]2[CH2:17][CH2:16][NH:15][CH2:14][CH2:13]2)=[O:11])=[CH:8][CH:7]=1)(=[O:4])=[O:3].[O:20]1[CH:22]([CH2:23][O:24][C:25]2[CH:30]=[CH:29][CH:28]=[CH:27][CH:26]=2)[CH2:21]1.[OH:31][P:32]([OH:35])([OH:34])=[O:33]>CO.C(O)C>[P:32](=[O:31])([OH:35])([OH:34])[OH:33].[OH:20][CH:22]([CH2:23][O:24][C:25]1[CH:30]=[CH:29][CH:28]=[CH:27][CH:26]=1)[CH2:21][N:15]1[CH2:16][CH2:17][N:12]([C:10](=[O:11])[C:9]2[CH:8]=[CH:7][C:6]([NH:5][S:2]([CH3:1])(=[O:3])=[O:4])=[CH:19][CH:18]=2)[CH2:13][CH2:14]1 |f:5.6|. The reactants are OP(=O)(O)O (H3PO4), CS(=O)(=O)NC1=CC=C(C(=O)N2CCNCC2)C=C1 (1-[4-[(methylsulfonyl)amino]benzoyl]piperazine), O1CC1COC1=CC=CC=C1 (1,2-epoxy-3-phenoxypropane). Reactants: CC(=O)NCC1CN(Cc2ccc(C(F)(F)F)cc2)CCO1, Cl, [Na+], [OH-]. Product: NCC1CN(Cc2ccc(C(F)(F)F)cc2)CCO1. As a reaction SMILES: [C:1](=[O:2])([CH3:3])[NH:4][CH2:5][CH:6]1[O:7][CH2:8][CH2:9][N:10]([CH2:12][c:13]2[cH:14][cH:15][c:16]([C:19]([F:20])([F:21])[F:22])[cH:17][cH:18]2)[CH2:11]1.[ClH:25].[Na+:24].[OH-:23]>>[NH2:4][CH2:5][CH:6]1[O:7][CH2:8][CH2:9][N:10]([CH2:12][c:13]2[cH:14][cH:15][c:16]([C:19]([F:20])([F:21])[F:22])[cH:17][cH:18]2)[CH2:11]1. Starting materials: O=C([O-])[O-], C=CCBr, CC(C)=O, [K+], [K+], COc1ccc(O)c(C(=O)c2oc3ccc(Cl)cc3c2N)c1. The product is C=CCOc1ccc(OC)cc1C(=O)c1oc2ccc(Cl)cc2c1N. RXN SMILES: [C:23](=[O:24])([O-:25])[O-:26].[CH2:29]([CH:30]=[CH2:31])[Br:32].[CH3:33][C:34](=[O:35])[CH3:36].[K+:27].[K+:28].[NH2:1][c:2]1[c:3]([C:12]([c:13]2[c:14]([OH:21])[cH:15][cH:16][c:17]([O:19][CH3:20])[cH:18]2)=[O:22])[o:4][c:5]2[c:6]1[cH:7][c:8]([Cl:11])[cH:9][cH:10]2>>[NH2:1][c:2]1[c:3]([C:12]([c:13]2[c:14]([O:21][CH2:31][CH:30]=[CH2:29])[cH:15][cH:16][c:17]([O:19][CH3:20])[cH:18]2)=[O:22])[o:4][c:5]2[c:6]1[cH:7][c:8]([Cl:11])[cH:9][cH:10]2.